This data is from the Open Reaction Database (ORD), a public repository of structured organic reaction records. The task is: describe an organic reaction: reactants, conditions, products, and yield The reactants are C(C)PCC (diethylphosphine), [Li]CCCC (n-BuLi), ClCCN([Si](C)(C)C)CCCl (bis(2-chloroethyl)trimethylsilylamine), [Li]P(CC)CC (LiP(Et)2). The solvent is O (water), C1CCOC1 (THF), O1CCCC1 (tetrahydrofuran), O1CCCC1 (tetrahydrofuran). Conditions: time 30 minute. Yields the product C(C)P(CCNCCP(CC)CC)CC (bis(2-diethylphosphino-ethyl)-amine). The yield is 73.0%. Reaction SMILES: [CH2:1]([PH:3][CH2:4][CH3:5])[CH3:2].[Li]CCCC.Cl[CH2:12][CH2:13][N:14]([CH2:19][CH2:20]Cl)[Si](C)(C)C.[Li][P:23]([CH2:26][CH3:27])[CH2:24][CH3:25]>C1COCC1.O>[CH2:1]([P:3]([CH2:4][CH3:5])[CH2:12][CH2:13][NH:14][CH2:19][CH2:20][P:23]([CH2:26][CH3:27])[CH2:24][CH3:25])[CH3:2]. Procedure details: To a stirred solution of diethylphosphine (6.72 g, 74,6 mmol) in THF (150 ml) at −35° C., was added 47 ml of n-BuLi (1.6 M). Next, bis(2-chloroethyl)trimethylsilylamine (8.18 g, 38.4 mmol) in 40 ml tetrahydrofuran was then added dropwise to the LiP(Et)2 in tetrahydrofuran at −50° C. The mixture was allowed to warm to room temperature and stirred for 30 minutes. It was then heated to 60° C. and stirred overnight after which 100 ml of water was added to hydrolyse the silyl groups and the reaction ... RXN SMILES: [CH2:19]1[O:20][CH2:21][CH2:22][CH2:23]1.[CH3:3][OH:4].[F:5][c:6]1[c:7]([C:15]([F:16])([F:17])[F:18])[cH:8][cH:9][c:10]([N+:12](=[O:13])[O-:14])[cH:11]1.[H-:1].[Na+:2]>>[CH3:3][O:4][c:6]1[c:7]([C:15]([F:16])([F:17])[F:18])[cH:8][cH:9][c:10]([N+:12](=[O:13])[O-:14])[cH:11]1. The reactants are C1CCOC1, CO, O=[N+]([O-])c1ccc(C(F)(F)F)c(F)c1, [H-], [Na+]. Product: COc1cc([N+](=O)[O-])ccc1C(F)(F)F. Reactants: CO, COc1cc(OC)c2c(c1)c(-c1cc3cccnc3n1S(=O)(=O)c1ccc(C)cc1)cn2C, [K+], [OH-], O. The product is COc1cc(OC)c2c(c1)c(-c1cc3cccnc3[nH]1)cn2C. RXN SMILES: [CH3:37][OH:38].[CH3:3][O:4][c:5]1[cH:6][c:7]2[c:8](-[c:17]3[cH:18][c:19]4[c:20]([n:21][cH:22][cH:23][cH:24]4)[n:25]3[S:26]([c:27]3[cH:28][cH:29][c:30]([CH3:31])[cH:32][cH:33]3)(=[O:34])=[O:35])[cH:9][n:10]([CH3:16])[c:11]2[c:12]([O:14][CH3:15])[cH:13]1.[K+:2].[OH-:1].[OH2:36]>>[CH3:3][O:4][c:5]1[cH:6][c:7]2[c:8](-[c:17]3[cH:18][c:19]4[c:20]([n:21][cH:22][cH:23][cH:24]4)[nH:25]3)[cH:9][n:10]([CH3:16])[c:11]2[c:12]([O:14][CH3:15])[cH:13]1.